This data is from the Open Reaction Database (ORD), a public repository of structured organic reaction records. The task is: describe an organic reaction: reactants, conditions, products, and yield Starting materials: C(CC(=O)OCC)(=O)OCC (diethyl malonate), C(C)(C)(C)OC(NC1=NC=C(C=C1)C=O)=O ((5-formyl-pyridin-2-yl)-carbamic acid tert-butyl ester), N1CCCCC1 (piperidine), C(C)(=O)O (acetic acid). The solvent is C(Cl)Cl.CN(C)C=O (methylene chloride DMF), CCCCCCC (Heptane). Conditions: time 72 hour. Product: C(C)OC(C(C(=O)OCC)=CC=1C=NC(=CC1)NC(=O)OC(C)(C)C)=O (2-(6-tert-butoxycarbonylaminopyridin-3-ylmethylene)-malonic acid diethyl ester). Isolated yield 40.3%. RXN SMILES: [C:1]([O:9][CH2:10][CH3:11])(=[O:8])[CH2:2][C:3]([O:5][CH2:6][CH3:7])=[O:4].[C:12]([O:16][C:17](=[O:27])[NH:18][C:19]1[CH:24]=[CH:23][C:22]([CH:25]=O)=[CH:21][N:20]=1)([CH3:15])([CH3:14])[CH3:13].N1CCCCC1.C(O)(=O)C>C(Cl)Cl.CN(C=O)C.CCCCCCC>[CH2:10]([O:9][C:1](=[O:8])[C:2](=[CH:25][C:22]1[CH:21]=[N:20][C:19]([NH:18][C:17]([O:16][C:12]([CH3:15])([CH3:14])[CH3:13])=[O:27])=[CH:24][CH:23]=1)[C:3]([O:5][CH2:6][CH3:7])=[O:4])[CH3:11] |f:4.5|. Procedure: To a solution of diethyl malonate (710 μL, 4.7 mmol) and (5-formyl-pyridin-2-yl)-carbamic acid tert-butyl ester (1.04 g, 4.7 mmol) in methylene chloride/DMF (1:1, 5 mL) was added piperidine (46 μL, 0.47 mmol) and acetic acid (27 μL, 0.47 mmol). The reaction mixture was stirred for 72 h at room temperature and then for 16 h at 45° C. Heptane was added slowly to give 2-(6-tert-butoxycarbonylaminopyridin-3-ylmethylene)-malonic acid diethyl ester (0.69 g, 40%) as grey crystals. Starting materials: [OH-].[Na+] (NaOH), FC1=C(C=CC(=C1)F)C1=CC=C(C=C1)C(CCO)(C)O (3-(2',4'-difluoro-4-biphenylyl)butane-1,3-diol), [OH-].[Na+] (NaOH). The reagents and catalysts are [N+](=O)([O-])[O-].[Ag+] (AgNO3), [Ag]=O (Silver oxide). Run in O (water), O (water). The product is FC1=C(C=CC(=C1)F)C1=CC=C(C=C1)C(CC(=O)O)(C)O (3-(2',4'-difluoro-4-biphenylyl)-3-hydroxybutyric acid). As a reaction SMILES: [OH-:1].[Na+].[F:3][C:4]1[CH:9]=[C:8]([F:10])[CH:7]=[CH:6][C:5]=1[C:11]1[CH:16]=[CH:15][C:14]([C:17]([OH:22])([CH3:21])[CH2:18][CH2:19][OH:20])=[CH:13][CH:12]=1>[Ag]=O.[N+]([O-])([O-])=O.[Ag+].O>[F:3][C:4]1[CH:9]=[C:8]([F:10])[CH:7]=[CH:6][C:5]=1[C:11]1[CH:16]=[CH:15][C:14]([C:17]([OH:22])([CH3:21])[CH2:18][C:19]([OH:1])=[O:20])=[CH:13][CH:12]=1 |f:0.1,4.5|. Reported procedure: Silver oxide, freshly prepared from 3.2 g. of AgNO3 and 0.8 g. of NaOH in 25 ml. of water, is added to a mixture of 2.78 g. of 3-(2',4'-difluoro-4-biphenylyl)butane-1,3-diol and 2 g. of NaOH in 20 ml. of water. The mixture is heated under reflux for 2 hours and filtered. The filtrate is worked up in the customary manner to give 3-(2',4'-difluoro-4-biphenylyl)-3-hydroxybutyric acid, m.p. 121°-123°. Starting materials: C(C)NCC1CCN(CC1)CCOC1=CC=CC=C1 (4-(ethylaminomethyl)-1-(2-phenoxyethyl)piperidine), C(=O)O (formic acid), Cl (hydrogen chloride). Solvent: CCOCC (ether), C=O (formaldehyde). The product is Cl.Cl.C(C)N(C)CC1CCN(CC1)CCOC1=CC=CC=C1 (4-(N-ethyl-N-methylaminomethyl)-1-(2-phenoxyethyl)piperidine dihydrochloride). RXN SMILES: [CH2:1]([NH:3][CH2:4][CH:5]1[CH2:10][CH2:9][N:8]([CH2:11][CH2:12][O:13][C:14]2[CH:19]=[CH:18][CH:17]=[CH:16][CH:15]=2)[CH2:7][CH2:6]1)[CH3:2].[ClH:20].[CH:21](O)=O>C=O.CCOCC>[ClH:20].[ClH:20].[CH2:1]([N:3]([CH2:4][CH:5]1[CH2:6][CH2:7][N:8]([CH2:11][CH2:12][O:13][C:14]2[CH:15]=[CH:16][CH:17]=[CH:18][CH:19]=2)[CH2:9][CH2:10]1)[CH3:21])[CH3:2] |f:5.6.7|. Procedure details: A solution of 4-(ethylaminomethyl)-1-(2-phenoxyethyl)piperidine (3.0 g) in 98% formic acid (2.2 ml) and 37% aqueous formaldehyde (2.06 ml) was heated on a steam bath for 5 hours. Work up as described in Example 10 gave an oil which was dissolved in ether and treated with ethereal hydrogen chloride solution to give a solid which was collected by filtration and recrystallised from absolute ethanol to give 4-(N-ethyl-N-methylaminomethyl)-1-(2-phenoxyethyl)piperidine dihydrochloride, m.p. 248°-250° ... The reactants are [H-].[Al+3].[Li+].[H-].[H-].[H-] (lithium aluminium hydride), Cl.C1(=CC=CC=C1)C([C@H](N)C(=O)O)C1=CC=CC=C1 (β,β-diphenylalanine hydrochloride), [OH-].[Na+] (sodium hydroxide). Run in C(C)OCC (diethyl ether). Product: NC(CO)C(C1=CC=CC=C1)C1=CC=CC=C1 (2-amino-3,3-diphenylpropan-1-ol). The yield is 83.2%. As a reaction SMILES: [H-].[Al+3].[Li+].[H-].[H-].[H-].Cl.[C:8]1([CH:14]([C:20]2[CH:25]=[CH:24][CH:23]=[CH:22][CH:21]=2)[C@@H:15]([C:17](O)=[O:18])[NH2:16])[CH:13]=[CH:12][CH:11]=[CH:10][CH:9]=1.[OH-].[Na+]>C(OCC)C>[NH2:16][CH:15]([CH:14]([C:20]1[CH:25]=[CH:24][CH:23]=[CH:22][CH:21]=1)[C:8]1[CH:13]=[CH:12][CH:11]=[CH:10][CH:9]=1)[CH2:17][OH:18] |f:0.1.2.3.4.5,6.7,8.9|. Procedure: To a solution of 1M-lithium aluminium hydride in diethyl ether (40 ml) was added β,β-diphenylalanine hydrochloride (3.70 g, Example 1b) over a period of 1 h. The solution was heated at reflux for 1 h, cooled to room temperature and to the solution was cautiously added 2M-sodium hydroxide (40 ml). After filtering the solution through Celite, the residue was washed with ethyl acetate and the organic phase of the combined filtrates was washed with water, saturate brine and dried (MgSO4). The solid ...